From a dataset of the Open Reaction Database (ORD), a public repository of structured organic reaction records. describe an organic reaction: reactants, conditions, products, and yield Starting materials: BrN1C(CCC1=O)=O (N-bromosuccinimide), C1(CC1)C(=O)C=1OC2=C(C1)C=CC=C2OC (cyclopropyl-(7-methoxybenzofuran-2-yl)-methanone), O (Water). Solvent: C(C)#N (acetonitrile). Run at time 24 hour. Product: BrC1=CC=C(C2=C1C=C(O2)C(=O)C2CC2)OC ((4-Bromo-7-methoxybenzofuran-2-yl)-cyclopropyl-methanone). The yield is 70.3%. RXN SMILES: [Br:1]N1C(=O)CCC1=O.[CH:9]1([C:12]([C:14]2[O:15][C:16]3[C:22]([O:23][CH3:24])=[CH:21][CH:20]=[CH:19][C:17]=3[CH:18]=2)=[O:13])[CH2:11][CH2:10]1.O>C(#N)C>[Br:1][C:19]1[C:17]2[CH:18]=[C:14]([C:12]([CH:9]3[CH2:10][CH2:11]3)=[O:13])[O:15][C:16]=2[C:22]([O:23][CH3:24])=[CH:21][CH:20]=1. Reported procedure: N-bromosuccinimide (0.21 g) was added in a single portion to a stirred solution of cyclopropyl-(7-methoxybenzofuran-2-yl)-methanone (0.25 g) in acetonitrile (20 ml) under an atmosphere of nitrogen. The reaction mixture was stirred at room temperature for 24 h. Water (20 ml) was added, the mixture extracted with ethyl acetate (100 ml), the organic layer separated, dried over magnesium sulfate, filtered and concentrated in vacuo. Purification by flash chromatography on silica eluting with 5-10% et... The reactants are Cc1cc(F)ccc1F, [K+], O=[N+]([O-])[O-], O=S(=O)(O)O. Product: Cc1cc(F)c([N+](=O)[O-])cc1F. RXN SMILES: [F:1][c:2]1[c:3]([CH3:9])[cH:4][c:5]([F:8])[cH:6][cH:7]1.[K+:14].[N+:10](=[O:11])([O-:12])[O-:13].[S:15](=[O:16])(=[O:17])([OH:18])[OH:19]>>[F:1][c:2]1[c:3]([CH3:9])[cH:4][c:5]([F:8])[c:6]([N+:10](=[O:11])[O-:12])[cH:7]1. Reactants: CCN(C(C)C)C(C)C (DIEA), FC1=C(C=C(C(=O)OC)C=C1)[N+](=O)[O-] (methyl 4-fluoro-3-nitrobenzoate), COC1=CC=C(C=C1)CN ((4-methoxyphenyl)methanamine). Run in O (water), CN(C=O)C (N,N-dimethylformamide). Reaction conditions: time 2 hour. Product: COC1=CC=C(CNC2=C(C=C(C(=O)OC)C=C2)[N+](=O)[O-])C=C1 (methyl 4-(4-methoxybenzylamino)-3-nitrobenzoate). Yield: 79.0%. Reaction SMILES: CCN(C(C)C)C(C)C.F[C:11]1[CH:20]=[CH:19][C:14]([C:15]([O:17][CH3:18])=[O:16])=[CH:13][C:12]=1[N+:21]([O-:23])=[O:22].[CH3:24][O:25][C:26]1[CH:31]=[CH:30][C:29]([CH2:32][NH2:33])=[CH:28][CH:27]=1>CN(C)C=O.O>[CH3:24][O:25][C:26]1[CH:31]=[CH:30][C:29]([CH2:32][NH:33][C:11]2[CH:20]=[CH:19][C:14]([C:15]([O:17][CH3:18])=[O:16])=[CH:13][C:12]=2[N+:21]([O-:23])=[O:22])=[CH:28][CH:27]=1. Procedure: DIEA (389.0 g, 3.02 mol) was added to a solution of methyl 4-fluoro-3-nitrobenzoate (200.0 g, 1.00 mol) in N,N-dimethylformamide (2 L) at room temperature. Then (4-methoxyphenyl)methanamine (275 g, 2.00 mol) was added dropwise. After 2 h, the reaction was diluted with water (5 L), the solids were collected by filtration to afford methyl 4-(4-methoxybenzylamino)-3-nitrobenzoate as a yellow solid (250 g, 78%).